Dataset: the Open Reaction Database (ORD), a public repository of structured organic reaction records. Task: describe an organic reaction: reactants, conditions, products, and yield The reactants are CNC, O=C(Cl)N1CC(Oc2ccc(C(F)(F)F)cc2Cl)C1, C1CCOC1, O. The product is CN(C)C(=O)N1CC(Oc2ccc(C(F)(F)F)cc2Cl)C1. As a reaction SMILES: [CH3:20][NH:21][CH3:22].[Cl:1][c:2]1[c:3]([O:4][CH:5]2[CH2:6][N:7]([C:9](=[O:10])[Cl:11])[CH2:8]2)[cH:12][cH:13][c:14]([C:16]([F:17])([F:18])[F:19])[cH:15]1.[O:23]1[CH2:24][CH2:25][CH2:26][CH2:27]1.[OH2:28]>>[Cl:1][c:2]1[c:3]([O:4][CH:5]2[CH2:6][N:7]([C:9](=[O:10])[N:21]([CH3:20])[CH3:22])[CH2:8]2)[cH:12][cH:13][c:14]([C:16]([F:17])([F:18])[F:19])[cH:15]1. The reactants are ClCCCOc1cncc(Br)c1, CN, CO. Product: CNCCCOc1cncc(Br)c1. Reaction SMILES: [Br:1][c:2]1[cH:3][n:4][cH:5][c:6]([O:8][CH2:9][CH2:10][CH2:11][Cl:12])[cH:7]1.[CH3:13][NH2:14].[CH3:15][OH:16]>>[Br:1][c:2]1[cH:3][n:4][cH:5][c:6]([O:8][CH2:9][CH2:10][CH2:11][NH:14][CH3:13])[cH:7]1. The reactants are ON1C(CC(CC1(C)C)OC(C1=CC=CC=C1)=O)(C)C (1-oxyl-4-benzoyloxy-2,2,6,6-tetramethylpiperidine), N(=O)OC(C)(C)C (tert-butyl nitrite), NC1=CC=CC=C1 (aniline). The reagents and catalysts are [Cu](F)F (copper(II) fluoride). Solvent: N1=CC=CC=C1 (pyridine). Product: O(C1=CC=CC=C1)N1C(CC(CC1(C)C)OC(C1=CC=CC=C1)=O)(C)C (1-Phenoxy-4-benzoyloxy-2,2,6,6-tetramethylpiperidine). Yield: 55237.1%. Reaction SMILES: [OH:1][N:2]1[C:7]([CH3:9])([CH3:8])[CH2:6][CH:5]([O:10][C:11](=[O:18])[C:12]2[CH:17]=[CH:16][CH:15]=[CH:14][CH:13]=2)[CH2:4][C:3]1([CH3:20])[CH3:19].N(OC(C)(C)C)=O.N[C:29]1[CH:34]=[CH:33][CH:32]=[CH:31][CH:30]=1>[Cu](F)F.N1C=CC=CC=1>[O:1]([N:2]1[C:7]([CH3:9])([CH3:8])[CH2:6][CH:5]([O:10][C:11](=[O:18])[C:12]2[CH:17]=[CH:16][CH:15]=[CH:14][CH:13]=2)[CH2:4][C:3]1([CH3:20])[CH3:19])[C:29]1[CH:34]=[CH:33][CH:32]=[CH:31][CH:30]=1. Procedure: The procedure of Example 1 is repeated using 5.79 g (0.021 mmol) of 1-oxyl-4-benzoyloxy-2,2,6,6-tetramethylpiperidine, 5.05 g (49 mmol) of tert-butyl nitrite, 12.6 mg (0.125 mmol) of copper(II) fluoride, 120 mL of pyridine and 3.91 g (42 mmol) of aniline at 70° C. The crude product obtained is purified by vacuum flash chromatography (heptane) to give 4.10 g of the title compound as a yellowish oil in 55.3% yield. The structure is confirmed by mass spectrographic analysis. MS [M+1]354. Starting materials: C(C)OC12N=C(SC1COC2)N (3a-Ethoxy-3a,4,6,6a-tetrahydrofuro[3,4-d]thiazol-2-ylamine), C(C)OC1=C(C(=O)Cl)C=CC=C1 (2-ethoxybenzoyl chloride). The product is C(C)OC1=C(C(=O)N=C2SC3C(N2CCOC)(COC3)OCC)C=CC=C1 (2-Ethoxy-N-[3a-ethoxy-3-(2-methoxy-ethyl)-tetrahydro-furo[3,4-d]thiazol-2-ylidene]-benzamide). As a reaction SMILES: [CH2:1]([O:3][C:4]12[CH2:11][O:10][CH2:9][CH:8]1[S:7][C:6]([NH2:12])=[N:5]2)[CH3:2].[CH2:13]([O:15][C:16]1[CH:24]=[CH:23][CH:22]=[CH:21][C:17]=1[C:18](Cl)=[O:19])[CH3:14]>>[CH2:13]([O:15][C:16]1[CH:24]=[CH:23][CH:22]=[CH:21][C:17]=1[C:18]([N:12]=[C:6]1[N:5]([CH2:2][CH2:1][O:3][CH3:4])[C:4]2([O:3][CH2:1][CH3:2])[CH2:11][O:10][CH2:9][CH:8]2[S:7]1)=[O:19])[CH3:14]. Procedure: The product from Example 125B and 2-ethoxybenzoyl chloride were processed as described for example 118A to afford the title compound. MS (ESI+) m/z 395 (M+H)+. Starting materials: CCOC(=O)C(=NOC(C)C)c1csc(NC(c2ccccc2)(c2ccccc2)c2ccccc2)n1, [Na+], [Na], C1COCCO1, [OH-]. Product: CC(C)ON=C(C(=O)[O-])c1csc(NC(c2ccccc2)(c2ccccc2)c2ccccc2)n1, [Na+]. RXN SMILES: [C:1]([c:2]1[cH:3][cH:4][cH:5][cH:6][cH:7]1)([c:8]1[cH:9][cH:10][cH:11][cH:12][cH:13]1)([c:14]1[cH:15][cH:16][cH:17][cH:18][cH:19]1)[NH:20][c:21]1[s:22][cH:23][c:24]([C:26]([C:27](=[O:28])[O:29][CH2:30][CH3:31])=[N:32][O:33][CH:34]([CH3:35])[CH3:36])[n:25]1.[Na+:38].[Na:39].[O:40]1[CH2:41][CH2:42][O:43][CH2:44][CH2:45]1.[OH-:37]>>[C:1]([c:2]1[cH:3][cH:4][cH:5][cH:6][cH:7]1)([c:8]1[cH:9][cH:10][cH:11][cH:12][cH:13]1)([c:14]1[cH:15][cH:16][cH:17][cH:18][cH:19]1)[NH:20][c:21]1[s:22][cH:23][c:24]([C:26]([C:27](=[O:28])[O-:29])=[N:32][O:33][CH:34]([CH3:35])[CH3:36])[n:25]1.[Na+:38].